Dataset: the Open Reaction Database (ORD), a public repository of structured organic reaction records. Task: describe an organic reaction: reactants, conditions, products, and yield The reactants are C(C(=O)Cl)(=O)Cl (Oxalyl chloride), COC=1C=C(C=C(C1OC)OC)CC(=O)O (3,4,5-trimethoxyphenylacetic acid), [Cl-].[Al+3].[Cl-].[Cl-] (aluminium chloride), C=C (ethylene), ice water, S([O-])(O)=O.[Na+] (Sodium bisulfite). The reagents and catalysts are CN(C)C=O (DMF). The solvent is C(Cl)Cl (DCM), C(C)(=O)OCC (ethyl acetate), C(Cl)Cl (DCM), C(Cl)Cl (DCM), O (water). Reaction conditions: time 18 hour. Yields the product OC1(CC2=CC(=C(C(=C2CC1)OC)OC)OC)S(=O)(=O)O (2-hydroxy-5,6,7-trimethoxy-1,2,3,4-tetrahydronaphthalene-2-sulfonic acid). Reaction SMILES: [C:1](Cl)(=O)[C:2](Cl)=O.[CH3:7][O:8][C:9]1[CH:10]=[C:11]([CH2:19][C:20]([OH:22])=O)[CH:12]=[C:13]([O:17][CH3:18])[C:14]=1[O:15][CH3:16].[Cl-].[Al+3].[Cl-].[Cl-].C=C.[S:29](=[O:32])([OH:31])[O-:30].[Na+]>C(Cl)Cl.CN(C=O)C.C(OCC)(=O)C.O>[OH:22][C:20]1([S:29]([OH:32])(=[O:31])=[O:30])[CH2:2][CH2:1][C:12]2[C:11](=[CH:10][C:9]([O:8][CH3:7])=[C:14]([O:15][CH3:16])[C:13]=2[O:17][CH3:18])[CH2:19]1 |f:2.3.4.5,7.8|. Reported procedure: Oxalyl chloride (14.7 g) was added over 10 minutes to a solution of 3,4,5-trimethoxyphenylacetic acid (23.8 g) in DCM (400 ml) and DMF (5 drops). The mixture was stirred at ambient temperature for 18 hours. The solvents were removed under vacuum to give an orange oil which was redissolved in DCM (100 ml) and then added to a solution of aluminium chloride (43.3 g) in DCM (1.0 L) at 5° C. The mixture was stirred at 5° C. for 10 minutes before ethylene gas was gently bubbled through the mixture for...